From a dataset of the Open Reaction Database (ORD), a public repository of structured organic reaction records. describe an organic reaction: reactants, conditions, products, and yield The reactants are COC(=O)C1=C(C=CC=2CCCCC12)N=C(C1=CC=CC=C1)C1=CC=CC=C1 (2-(Benzhydrylideneamino)-5,6,7,8-tetrahydronaphthalene-1-carboxylic acid methyl ester), COC(=O)C1=C(C=CC=2CCCCC12)N=C(C1=CC=CC=C1)C1=CC=CC=C1 (2-(Benzhydrylideneamino)-5,6,7,8-tetrahydronaphthalene-1-carboxylic acid methyl ester), Cl (hydrochloric acid). Solvent: C1CCOC1 (THF). Conditions: time 1 hour. Product: COC(=O)C1=C(C=CC=2CCCCC12)N (2-amino-5,6,7,8-tetrahydronaphthalene-1-carboxylic acid methyl ester). Isolated yield 61.5%. Reaction SMILES: [CH3:1][O:2][C:3]([C:5]1[C:14]2[CH2:13][CH2:12][CH2:11][CH2:10][C:9]=2[CH:8]=[CH:7][C:6]=1[N:15]=C(C1C=CC=CC=1)C1C=CC=CC=1)=[O:4].Cl>C1COCC1>[CH3:1][O:2][C:3]([C:5]1[C:14]2[CH2:13][CH2:12][CH2:11][CH2:10][C:9]=2[CH:8]=[CH:7][C:6]=1[NH2:15])=[O:4]. Reported procedure: 2-(Benzhydrylideneamino)-5,6,7,8-tetrahydronaphthalene-1-carboxylic acid methyl ester (Intermediate 6, 8.2 g) was dissolved in THF (100 mL) and 1N hydrochloric acid was added (100 mL). The mixture was stirred for 1 hour and then passed through an SCX-2 SPE column. The column was washed with acetonitrile and then the desired product was eluted with a solution of 2M ammonia in methanol. Evaporation of the solvent gave the title compound as a clear oil (2.8 g) which was used without further purific... The reactants are C(#N)C1=CC=2C(NN=CC=3C2C1=CN(N3)[C@H]3[C@](O)([C@H](O)[C@H](O3)CO)C)=O (9-cyano-2-(2′-methyl-β-D-ribofuranosyl)-2,6-dihydro-2,3,5,6-tetraaza-benzo[cd]azulen-7-one), [NH4+].[OH-] (NH4OH), OO (H2O2). As a reaction SMILES: [C:1]([C:3]1[C:12]2=[CH:13][N:14]([C@@H:16]3[O:22][C@H:21]([CH2:23][OH:24])[C@@H:19]([OH:20])[C@@:17]3([CH3:25])[OH:18])[N:15]=[C:10]3[C:11]2=[C:5]([C:6](=[O:26])[NH:7][N:8]=[CH:9]3)[CH:4]=1)#[N:2].[NH4+].[OH-:28].OO>>[C:1]([C:3]1[C:12]2=[CH:13][N:14]([C@@H:16]3[O:22][C@H:21]([CH2:23][OH:24])[C@@H:19]([OH:20])[C@@:17]3([CH3:25])[OH:18])[N:15]=[C:10]3[C:11]2=[C:5]([C:6](=[O:26])[NH:7][N:8]=[CH:9]3)[CH:4]=1)(=[O:28])[NH2:2] |f:1.2|. Procedure details: To the compound from Example 24 is added a NH4OH and H2O2 in alcoholic solution to yield the titled compound. The product is C(N)(=O)C1=CC=2C(NN=CC=3C2C1=CN(N3)[C@H]3[C@](O)([C@H](O)[C@H](O3)CO)C)=O (9-carbamoyl-2-(2′-methyl-β-D-ribofuranosyl)-2,6-dihydro-2,3,5,6-tetraaza-benzo[cd]azulen-7-one). Starting materials: [S-]C#N.[K+] (potassium thiocyanate), CC1NN=C(C2=C(C1)C=C1C(=C2)OCO1)C1=CC=C(C=C1)[N+](=O)[O-] ((±)-8-methyl-5-(4-nitrophenyl)-8,9-dihydro-7H-1,3-dioxolo[4,5-h][2,3]benzodiazepine). Run in C(C)(=O)O (acetic acid). Reaction conditions: temperature 105 celsius, time 6 hour. The product is CC1N(N=C(C2=C(C1)C=C1C(=C2)OCO1)C1=CC=C(C=C1)[N+](=O)[O-])C(N)=S ((±)-8-Methyl-5-(4-nitrophenyl)-7-thiocarbamoyl-8,9-dihydro-7H-1,3-dioxolo[4,5-h][2,3]benzodiazepine). Yield: 76.1%. As a reaction SMILES: [S-:1][C:2]#[N:3].[K+].[CH3:5][CH:6]1[CH2:12][C:11]2[CH:13]=[C:14]3[O:19][CH2:18][O:17][C:15]3=[CH:16][C:10]=2[C:9]([C:20]2[CH:25]=[CH:24][C:23]([N+:26]([O-:28])=[O:27])=[CH:22][CH:21]=2)=[N:8][NH:7]1>C(O)(=O)C>[CH3:5][CH:6]1[CH2:12][C:11]2[CH:13]=[C:14]3[O:19][CH2:18][O:17][C:15]3=[CH:16][C:10]=2[C:9]([C:20]2[CH:25]=[CH:24][C:23]([N+:26]([O-:28])=[O:27])=[CH:22][CH:21]=2)=[N:8][N:7]1[C:2](=[S:1])[NH2:3] |f:0.1|. Procedure: A mixture of 0.90 g (9.26 mmol) of potassium thiocyanate, 2.00 g (6.15 mmol) of (±)-8-methyl-5-(4-nitrophenyl)-8,9-dihydro-7H-1,3-dioxolo[4,5-h][2,3]benzodiazepine and 40 ml of acetic acid was stirred at 100-110° C. for 6 h. After cooling, the precipitated crystals were filtered off, washed with water and dried to yield 1.80 g (76%) of the title compound. Mp.: 242-243° C. Starting materials: C(C1=CC=CC=C1)N1C(=CC=2C1=C(N=NC2)Cl)C (1-benzyl-7-chloro-2-methylpyrrolo[2,3-d]pyridazine), BrBr (bromine). As a reaction SMILES: [CH2:1]([N:8]1[C:12]2=[C:13]([Cl:17])[N:14]=[N:15][CH:16]=[C:11]2[CH:10]=[C:9]1[CH3:18])[C:2]1[CH:7]=[CH:6][CH:5]=[CH:4][CH:3]=1.[Br:19]Br>ClCCl>[CH2:1]([N:8]1[C:12]2=[C:13]([Cl:17])[N:14]=[N:15][CH:16]=[C:11]2[C:10]([Br:19])=[C:9]1[CH3:18])[C:2]1[CH:3]=[CH:4][CH:5]=[CH:6][CH:7]=1. Yields the product C(C1=CC=CC=C1)N1C(=C(C=2C1=C(N=NC2)Cl)Br)C (1-Benzyl-3-bromo-7-chloro-2-methylpyrrolo[2,3-d]pyridazine). Run in ClCCl (dichloromethane). The yield is 83.0%. Procedure: 8.0 g (31 mmol) of 1-benzyl-7-chloro-2-methylpyrrolo[2,3-d]pyridazine and 1.59 ml (31 mmol) of bromine are reacted in a total of 150 ml of dichloromethane as described for Example 3a. Yield: 83%, m.p.: 138°-140° C. Starting materials: CCN=C=O, ClC(Cl)Cl, COC(=O)c1cc(N)ncc1Br. Yields the product CCNC(=O)Nc1cc(C(=O)OC)c(Br)cn1. RXN SMILES: [CH2:13]([CH3:14])[N:15]=[C:16]=[O:17].[CH:18]([Cl:19])([Cl:20])[Cl:21].[NH2:1][c:2]1[cH:3][c:4]([C:5](=[O:6])[O:7][CH3:8])[c:9]([Br:12])[cH:10][n:11]1>>[NH:1]([c:2]1[cH:3][c:4]([C:5](=[O:6])[O:7][CH3:8])[c:9]([Br:12])[cH:10][n:11]1)[C:16]([NH:15][CH2:13][CH3:14])=[O:17]. The reactants are CCCO, Cl, O, CC(=O)Nc1cccc2c(S(=O)(=O)NCc3cccc4ccccc34)cccc12. Yields the product Cl, Nc1cccc2c(S(=O)(=O)NCc3cccc4ccccc34)cccc12. RXN SMILES: [CH2:30]([OH:31])[CH2:32][CH3:33].[ClH:34].[OH2:35].[c:1]1([CH2:11][NH:12][S:13](=[O:14])(=[O:15])[c:16]2[c:17]3[cH:18][cH:19][cH:20][c:21]([NH:26][C:27](=[O:28])[CH3:29])[c:22]3[cH:23][cH:24][cH:25]2)[cH:2][cH:3][cH:4][c:5]2[cH:6][cH:7][cH:8][cH:9][c:10]12>>[ClH:34].[c:1]1([CH2:11][NH:12][S:13](=[O:14])(=[O:15])[c:16]2[c:17]3[cH:18][cH:19][cH:20][c:21]([NH2:26])[c:22]3[cH:23][cH:24][cH:25]2)[cH:2][cH:3][cH:4][c:5]2[cH:6][cH:7][cH:8][cH:9][c:10]12. The reactants are Cl (hydrochloric acid), C1(=CC=CC=C1)O (phenol), OC1=CC=C(C=C1)C(C)(CCC(C)C)C1=CC=C(C=C1)O (2,2-bis(4-hydroxyphenyl)-5-methylhexane), SCC(=O)O (mercaptoacetic acid). Run in CC(CC)=O (2-butanone). Product: OC1=CC=C(C=C1)C(C)(CC)C1=CC=C(C=C1)O (2,2-bis(4-hydroxyphenyl)butane). RXN SMILES: C1(O)C=CC=CC=1.SCC(O)=O.[OH:13][C:14]1[CH:19]=[CH:18][C:17]([C:20]([C:27]2[CH:32]=[CH:31][C:30]([OH:33])=[CH:29][CH:28]=2)([CH2:22][CH2:23]C(C)C)[CH3:21])=[CH:16][CH:15]=1.Cl>CC(=O)CC>[OH:13][C:14]1[CH:15]=[CH:16][C:17]([C:20]([C:27]2[CH:28]=[CH:29][C:30]([OH:33])=[CH:31][CH:32]=2)([CH2:22][CH3:23])[CH3:21])=[CH:18][CH:19]=1. Reported procedure: In a procedure substantially like that of Example 1, a mixture of 60 grams of phenol and 8 grams of 2-butanone was reacted in the presence of 1 ml. of mercaptoacetic acid (a catalyst used in place of the octanethiol of Example 1) and 40 ml. of concentrated hydrochloric acid. The Parr bomb and gaseous nitrogen were not used in this procedure. The reaction temperature was about 55° C. The crude reaction product was recrystallized from benzene to yield 5.2 grams of the title compound, which was dri... Reactants: [BH4-].[Na+] (NaBH4), BrC1=CN=CC=2C(CCCC12)=O (4-bromo-6,7-dihydroisoquinolin-8(5H)-one), CC(=O)O (AcOH). Run in CO (MeOH). Run at temperature 0 celsius. Product: BrC1=CN=CC=2C(CCCC12)O ((rac)-4-Bromo-5,6,7,8-tetrahydro-isoquinolin-8-ol). Isolated yield 92.0%. As a reaction SMILES: [Br:1][C:2]1[C:11]2[CH2:10][CH2:9][CH2:8][C:7](=[O:12])[C:6]=2[CH:5]=[N:4][CH:3]=1.[BH4-].[Na+].CC(O)=O>CO>[Br:1][C:2]1[C:11]2[CH2:10][CH2:9][CH2:8][CH:7]([OH:12])[C:6]=2[CH:5]=[N:4][CH:3]=1 |f:1.2|. Procedure details: A suspension of 4-bromo-6,7-dihydroisoquinolin-8(5H)-one (intermediate A-2 [C]) (2.135 g, 9.44 mmol) in MeOH (18.9 mL) was cooled to 0° C. and treated with NaBH4 (357 mg, 9.44 mmol) in 5 portions over 30 min. The reaction was stirred for ¾ h at 0° C., then AcOH was added dropwise until a pH ˜5-6 was obtained and the reaction mixture was evaporated. The residue was diluted with water and poured into aq. sat. NaHCO3-solution, then extracted with EtOAc (3×). The organic layers are washed once with ... The reactants are COC1=C(C=CC=C1)C1=CN(C=2N=CN=C(C21)N[C@@H](C)C2=NN1C(C(N2C2=CC=CC=C2)=O)=C(C=C1)C)COCC[Si](C)(C)C ((S)-2-(1-((5-(2-Methoxyphenyl)-7-((2-(trimethylsilyl)ethoxy)methyl)-7H-pyrrolo[2,3-d]pyrimidin-4-yl)amino)ethyl)-5-methyl-3-phenylpyrrolo[2,1-f][1,2,4]triazin-4(3H)-one), FC(C(=O)O)(F)F (trifluoroacetic acid), N (ammonia). Product: COC1=C(C=CC=C1)C1=CNC=2N=CN=C(C21)N[C@@H](C)C2=NN1C(C(N2C2=CC=CC=C2)=O)=C(C=C1)C ((S)-2-(1-((5-(2-Methoxyphenyl)-7H-pyrrolo[2,3-d]pyrimidin-4-yl)amino)ethyl)-5-methyl-3-phenylpyrrolo[2,1-f][1,2,4]triazin-4(3H)-one). Yield: 86.5%. As a reaction SMILES: [CH3:1][O:2][C:3]1[CH:8]=[CH:7][CH:6]=[CH:5][C:4]=1[C:9]1[C:17]2[C:16]([NH:18][C@H:19]([C:21]3[N:26]([C:27]4[CH:32]=[CH:31][CH:30]=[CH:29][CH:28]=4)[C:25](=[O:33])[C:24]4=[C:34]([CH3:37])[CH:35]=[CH:36][N:23]4[N:22]=3)[CH3:20])=[N:15][CH:14]=[N:13][C:12]=2[N:11](COCC[Si](C)(C)C)[CH:10]=1.FC(F)(F)C(O)=O.N>>[CH3:1][O:2][C:3]1[CH:8]=[CH:7][CH:6]=[CH:5][C:4]=1[C:9]1[C:17]2[C:16]([NH:18][C@H:19]([C:21]3[N:26]([C:27]4[CH:28]=[CH:29][CH:30]=[CH:31][CH:32]=4)[C:25](=[O:33])[C:24]4=[C:34]([CH3:37])[CH:35]=[CH:36][N:23]4[N:22]=3)[CH3:20])=[N:15][CH:14]=[N:13][C:12]=2[NH:11][CH:10]=1. Procedure: (S)-2-(1-((5-(2-Methoxyphenyl)-7-((2-(trimethylsilyl)ethoxy)methyl)-7H-pyrrolo[2,3-d]pyrimidin-4-yl)amino)ethyl)-5-methyl-3-phenylpyrrolo[2,1-f][1,2,4]triazin-4(3H)-one (50 mg, 0.08 mmol) was treated with trifluoroacetic acid (1 mL, 12.98 mmol) and a solution of ammonia (7N in methanol, 1 mL, 7.0 mmol) according to the method described in Example 27 to give 34 mg (85% yield) of the title compound as a white solid. Purity 98%. Starting materials: Brc1cncnc1, ClCCl, OCCO. The product is OCCOc1cncnc1. RXN SMILES: [Br:5][c:6]1[cH:7][n:8][cH:9][n:10][cH:11]1.[Cl:12][CH2:13][Cl:14].[OH:1][CH2:2][CH2:3][OH:4]>>[O:1]([CH2:2][CH2:3][OH:4])[c:6]1[cH:7][n:8][cH:9][n:10][cH:11]1.